Dataset: the Open Reaction Database (ORD), a public repository of structured organic reaction records. Task: describe an organic reaction: reactants, conditions, products, and yield Starting materials: S(=O)(Cl)Cl (thionyl chloride), C1(=CC=CC=C1)P(C1=CC=CC=C1)C1=CC=CC=C1 (triphenylphosphine), C1(CCCCC1)COC1=C(CO)C=CC=C1 (2-(cyclohexylmethyloxy)benzyl alcohol), C([O-])([O-])=O.[Na+].[Na+] (sodium carbonate). The reagents and catalysts are CN(C=O)C (N,N-dimethylformamide). The solvent is C(C)(=O)OCC (Ethyl acetate), C(C)#N (acetonitrile), C1(=CC=CC=C1)C (toluene). Run at time 70 minute. The product is [Cl-].C1(CCCCC1)COC1=C(C=CC=C1)C[P+](C1=CC=CC=C1)(C1=CC=CC=C1)C1=CC=CC=C1 ([(2-(Cyclohexylmethyloxy)phenyl)methyl]triphenylphosphonium chloride). RXN SMILES: [CH:1]1([CH2:7][O:8][C:9]2[CH:16]=[CH:15][CH:14]=[CH:13][C:10]=2[CH2:11]O)[CH2:6][CH2:5][CH2:4][CH2:3][CH2:2]1.S(Cl)([Cl:19])=O.C(=O)([O-])[O-].[Na+].[Na+].[C:27]1([P:33]([C:40]2[CH:45]=[CH:44][CH:43]=[CH:42][CH:41]=2)[C:34]2[CH:39]=[CH:38][CH:37]=[CH:36][CH:35]=2)[CH:32]=[CH:31][CH:30]=[CH:29][CH:28]=1>C1(C)C=CC=CC=1.CN(C)C=O.C(#N)C.C(OCC)(=O)C>[Cl-:19].[CH:1]1([CH2:7][O:8][C:9]2[CH:16]=[CH:15][CH:14]=[CH:13][C:10]=2[CH2:11][P+:33]([C:34]2[CH:35]=[CH:36][CH:37]=[CH:38][CH:39]=2)([C:40]2[CH:45]=[CH:44][CH:43]=[CH:42][CH:41]=2)[C:27]2[CH:28]=[CH:29][CH:30]=[CH:31][CH:32]=2)[CH2:6][CH2:5][CH2:4][CH2:3][CH2:2]1 |f:2.3.4,10.11|. Reported procedure: 3.06 g of 2-(cyclohexylmethyloxy)benzyl alcohol was dissolved in 30 ml of toluene, 1.52 ml of thionyl chloride and 5 drops of N,N-dimethylformamide were added thereto and the mixture was stirred for 70 minutes under ice-cooling. An aqueous sodium carbonate was added to the reaction solution, and the mixture was extracted with ethyl acetate. The organic layer was washed with water and brine, and then dried over anhydrous magnesium sulfate. The solution was filtered through alumina, and the solven... Starting materials: BrCCC1=C(N(C(=C1)C1=CC=C(C=C1)S(=O)(=O)C)C1=CC=C(C=C1)F)C (3-(2-bromoethyl)-1-(4-fluorophenyl)-2-methyl-5-[4-(methylsulphonyl)phenyl]-1H-pyrrole), [I-].[Na+] (sodium iodide), C1(C=2C(C(N1)=O)=CC=CC2)=O.[K] (Potassium phthalimide). Solvent: CN(C)C=O (DMF). Conditions: time 30 minute. Product: C1(C=2C(C(N1CCC1=C(N(C(=C1)C1=CC=C(C=C1)S(=O)(=O)C)C1=CC=C(C=C1)F)C)=O)=CC=CC2)=O (3-(2-phthalimidoethyl)-1-(4-fluorophenyl)-2-methyl-5-[4-(methylsulphonyl)phenyl]-1H-pyrrole). RXN SMILES: Br[CH2:2][CH2:3][C:4]1[CH:8]=[C:7]([C:9]2[CH:14]=[CH:13][C:12]([S:15]([CH3:18])(=[O:17])=[O:16])=[CH:11][CH:10]=2)[N:6]([C:19]2[CH:24]=[CH:23][C:22]([F:25])=[CH:21][CH:20]=2)[C:5]=1[CH3:26].[I-].[Na+].[C:29]1(=[O:39])[NH:33][C:32](=[O:34])[C:31]2=[CH:35][CH:36]=[CH:37][CH:38]=[C:30]12.[K]>CN(C=O)C>[C:29]1(=[O:39])[N:33]([CH2:2][CH2:3][C:4]2[CH:8]=[C:7]([C:9]3[CH:14]=[CH:13][C:12]([S:15]([CH3:18])(=[O:17])=[O:16])=[CH:11][CH:10]=3)[N:6]([C:19]3[CH:24]=[CH:23][C:22]([F:25])=[CH:21][CH:20]=3)[C:5]=2[CH3:26])[C:32](=[O:34])[C:31]2=[CH:35][CH:36]=[CH:37][CH:38]=[C:30]12 |f:1.2,3.4,^1:39|. Procedure: To a solution of 3-(2-bromoethyl)-1-(4-fluorophenyl)-2-methyl-5-[4-(methylsulphonyl)phenyl]-1H-pyrrole (0.80 mmol) in dry DMF (10 mL) was added sodium iodide (0.80 mmol) and the resulting mixture was stirred at r.t. for 30 min. Potassium phthalimide (0.90 mmol) was then added, and the reaction mixture was heated at 70° C. for 14 h. After cooling the mixture was poured onto crushed ice and extracted with CH2Cl2. The organic phase was thoroughly washed with water to remove the DMF excess, dried an... The reactants are NC=1O[C@@H](C[C@@](N1)(CF)C=1C=C(C=C(C1F)F)NC(C1=NC=C(C=C1)Br)=O)C(F)(F)F (N-(3-((4S,6S)-2-amino-4-(fluoromethyl)-6-(trifluoromethyl)-5,6-dihydro-4H-1,3-oxazin-4-yl)-4,5-difluorophenyl)-5-bromopicolinamide), C1(CC1)C#C (cyclopropylacetylene), C1(=CC=CC=C1)C (toluene), C(C)NCC (diethylamine). Reagents/catalysts: [Cu]I (copper(I) iodide), C=1C=CC(=CC1)[P](C=2C=CC=CC2)(C=3C=CC=CC3)[Pd]([P](C=4C=CC=CC4)(C=5C=CC=CC5)C=6C=CC=CC6)([P](C=7C=CC=CC7)(C=8C=CC=CC8)C=9C=CC=CC9)[P](C=1C=CC=CC1)(C=1C=CC=CC1)C=1C=CC=CC1 (tetrakis(triphenylphosphine)palladium). The solvent is CN(C)C=O (DMF). Yields the product NC=1O[C@@H](C[C@@](N1)(CF)C=1C=C(C=C(C1F)F)NC(C1=NC=C(C=C1)C#CC1CC1)=O)C(F)(F)F (N-(3-((4S,6S)-2-amino-4-(fluoromethyl)-6-(trifluoromethyl)-5,6-dihydro-4H-1,3-oxazin-4-yl)-4,5-difluorophenyl)-5-(cyclopropylethynyl)picolinamide). Yield: 66.5%. RXN SMILES: [NH2:1][C:2]1[O:3][C@H:4]([C:28]([F:31])([F:30])[F:29])[CH2:5][C@:6]([C:10]2[CH:11]=[C:12]([NH:18][C:19](=[O:27])[C:20]3[CH:25]=[CH:24][C:23](Br)=[CH:22][N:21]=3)[CH:13]=[C:14]([F:17])[C:15]=2[F:16])([CH2:8][F:9])[N:7]=1.[CH:32]1([C:35]#[CH:36])[CH2:34][CH2:33]1.C1(C)C=CC=CC=1.C(NCC)C>[Cu]I.C1C=CC([P]([Pd]([P](C2C=CC=CC=2)(C2C=CC=CC=2)C2C=CC=CC=2)([P](C2C=CC=CC=2)(C2C=CC=CC=2)C2C=CC=CC=2)[P](C2C=CC=CC=2)(C2C=CC=CC=2)C2C=CC=CC=2)(C2C=CC=CC=2)C2C=CC=CC=2)=CC=1.CN(C=O)C>[NH2:1][C:2]1[O:3][C@H:4]([C:28]([F:31])([F:30])[F:29])[CH2:5][C@:6]([C:10]2[CH:11]=[C:12]([NH:18][C:19](=[O:27])[C:20]3[CH:25]=[CH:24][C:23]([C:36]#[C:35][CH:32]4[CH2:34][CH2:33]4)=[CH:22][N:21]=3)[CH:13]=[C:14]([F:17])[C:15]=2[F:16])([CH2:8][F:9])[N:7]=1 |^1:54,56,75,94|. Procedure details: To a microwave vial were charged with N-(3-((4S,6S)-2-amino-4-(fluoromethyl)-6-(trifluoromethyl)-5,6-dihydro-4H-1,3-oxazin-4-yl)-4,5-difluorophenyl)-5-bromopicolinamide (0.144 g, 0.282 mmol, Example 157), cyclopropylacetylene, 70 wt. % solution in toluene (0.061 mL, 0.507 mmol), copper(I) iodide (8.05 mg, 0.042 mmol), tetrakis(triphenylphosphine)palladium (0.016 g, 0.014 mmol), diethylamine (0.175 mL, 1.690 mmol) and DMF (2.0 mL). The vial was purged with N2 for 5 min, and then microwaved at 90°... Reactants: BrCC=1C=NC=CC1 (3-bromomethyl-pyridine), ClC1=CC=C(C=C1)[C@H]1C[C@]12C(NC1=CC=CC=C21)=O ((1S,2R)-2-(4-chlorophenyl)spiro[cyclopropane-1,3′-indolin]-2′-one), 471.2. The product is ClC1=CC=C(C=C1)[C@H]1C[C@]12C(N(C1=CC=CC=C21)CC=2C=NC=CC2)=O ((2R,1S)-2-(4-chlorophenyl)-1′-(pyridin-3-ylmethyl)spiro[cyclopropane-1,3′-indolin]-2′-one). Reaction SMILES: Br[CH2:2][C:3]1[CH:4]=[N:5][CH:6]=[CH:7][CH:8]=1.[Cl:9][C:10]1[CH:15]=[CH:14][C:13]([C@@H:16]2[C@:18]3([C:26]4[C:21](=[CH:22][CH:23]=[CH:24][CH:25]=4)[NH:20][C:19]3=[O:27])[CH2:17]2)=[CH:12][CH:11]=1>>[Cl:9][C:10]1[CH:11]=[CH:12][C:13]([C@@H:16]2[C@:18]3([C:26]4[C:21](=[CH:22][CH:23]=[CH:24][CH:25]=4)[N:20]([CH2:2][C:3]4[CH:4]=[N:5][CH:6]=[CH:7][CH:8]=4)[C:19]3=[O:27])[CH2:17]2)=[CH:14][CH:15]=1. Procedure details: The title compound was prepared in analogy to Example 78 starting from 3-bromomethyl-pyridine (commercially available), (1R,2S) and (1S,2R)-2-(4-chlorophenyl)spiro[cyclopropane-1,3′-indolin]-2′-one prepared as in Scheme 1. LC/MS m/e calcd. for C29H27ClN2O2: 470, observed (M+H)+: 471.2 1HNMR (400 MHz, MeOD-d4) δppm 2.25 (dd, J=8.59, 1.77 Hz, 2 H) 3.31 (br. s., 1 H) 5.28 (d, J=3.03 Hz, 2 H) 6.12 (d, J=7.58 Hz, 1 H) 6.71-6.85 (m, 1 H) 7.03 (d, J=8.08 Hz, 1 H) 7.12-7.19 (m, 1 H) 7.21-7.29 (m, 2 H) 7...